describe an organic reaction: reactants, conditions, products, and yield From a dataset of the Open Reaction Database (ORD), a public repository of structured organic reaction records. Reactants: CN1CCOC(CO)C1, CCOCC, CCN(C(C)C)C(C)C, O=C(Cl)Oc1ccc([N+](=O)[O-])cc1, ClCCl, Cl, Fc1ccc(CN2CCNCC2)cc1. Yields the product CN1CCOC(COC(=O)N2CCN(Cc3ccc(F)cc3)CC2)C1, Cl, Cl. RXN SMILES: [CH3:1][N:2]1[CH2:3][CH:4]([CH2:8][OH:9])[O:5][CH2:6][CH2:7]1.[CH3:47][CH2:48][O:49][CH2:50][CH3:51].[CH:10]([N:11]([CH2:12][CH3:13])[CH:14]([CH3:15])[CH3:16])([CH3:17])[CH3:18].[Cl:19][C:20](=[O:21])[O:22][c:23]1[cH:24][cH:25][c:26]([N+:27]([O-:28])=[O:29])[cH:30][cH:31]1.[Cl:52][CH2:53][Cl:54].[ClH:46].[F:32][c:33]1[cH:34][cH:35][c:36]([CH2:37][N:38]2[CH2:39][CH2:40][NH:41][CH2:42][CH2:43]2)[cH:44][cH:45]1>>[CH3:1][N:2]1[CH2:3][CH:4]([CH2:8][O:9][C:20](=[O:21])[N:41]2[CH2:40][CH2:39][N:38]([CH2:37][c:36]3[cH:35][cH:34][c:33]([F:32])[cH:45][cH:44]3)[CH2:43][CH2:42]2)[O:5][CH2:6][CH2:7]1.[ClH:19].[ClH:46]. Yield: 31.0%. Yields the product FC(OC1=CC=C(C=C1)C(C#N)NC1=CC=C(C=C1)SC)F (α-(4-Difluoromethoxyphenyl)-α-(4-methylthioanilino)acetonitrile), powder. Procedure: Following a procedure similar to that described in Example 1(iii), but using α-(4-difluoromethoxyphenyl)-α-(4-methylsulfonylanilino)acetonitrile [prepared as described in step (ii) above] and crotonaldehyde as starting materials, the title compound was obtained as a white powder (yield 31%), melting at 98-99° C. Reactants: FC(OC1=CC=C(C=C1)C(C#N)NC1=CC=C(C=C1)S(=O)(=O)C)F (α-(4-difluoromethoxyphenyl)-α-(4-methylsulfonylanilino)acetonitrile), C(\C=C\C)=O (crotonaldehyde). Reaction SMILES: [F:1][CH:2]([F:24])[O:3][C:4]1[CH:9]=[CH:8][C:7]([CH:10]([NH:13][C:14]2[CH:19]=[CH:18][C:17]([S:20]([CH3:23])(=O)=O)=[CH:16][CH:15]=2)[C:11]#[N:12])=[CH:6][CH:5]=1.C(=O)/C=C/C>>[F:24][CH:2]([F:1])[O:3][C:4]1[CH:5]=[CH:6][C:7]([CH:10]([NH:13][C:14]2[CH:19]=[CH:18][C:17]([S:20][CH3:23])=[CH:16][CH:15]=2)[C:11]#[N:12])=[CH:8][CH:9]=1. The reactants are [Si](C)(C)(C(C)(C)C)OC[C@@H]1[C@H]([C@@H]([C@H]([C@](O1)(OC)C1=CC(=C(C=C1)Cl)CC1=C(C(=C(C=C1)OC)F)F)O)O)O ((2S,3R,4S,5S,6R)-6-[[tert-butyl(dimethyl)silyl]oxymethyl]-2-[4-chloro-3-[(2,3-difluoro-4-methoxy-phenyl)methyl]phenyl]-2-methoxy-tetrahydropyran-3,4,5-triol), [H-].[Na+] (sodium hydride), C(C1=CC=CC=C1)Br (benzyl bromide). Solvent: O1CCCC1 (tetrahydrofuran), O1CCCC1 (tetrahydrofuran). Conditions: temperature 0 celsius, time 1 hour. Yields the product C(C)(C)(C)[Si](OC[C@H]1O[C@@]([C@@H]([C@H]([C@@H]1OCC1=CC=CC=C1)OCC1=CC=CC=C1)OCC1=CC=CC=C1)(OC)C1=CC(=C(C=C1)Cl)CC1=C(C(=C(C=C1)OC)F)F)(C)C (tert-butyl-dimethyl-[[(2R,3R,4S,5R,6S)-3,4,5-tribenzyloxy-6-[4-chloro-3-[(2,3-difluoro-4-methoxy-phenyl)methyl]phenyl]-6-methoxy-tetrahydropyran-2-yl]methoxy]silane). The yield is 200.0%. Reaction SMILES: [H-].[Na+].[Si:3]([O:10][CH2:11][C@H:12]1[O:17][C@:16]([C:20]2[CH:25]=[CH:24][C:23]([Cl:26])=[C:22]([CH2:27][C:28]3[CH:33]=[CH:32][C:31]([O:34][CH3:35])=[C:30]([F:36])[C:29]=3[F:37])[CH:21]=2)([O:18][CH3:19])[C@H:15]([OH:38])[C@@H:14]([OH:39])[C@@H:13]1[OH:40])([C:6]([CH3:9])([CH3:8])[CH3:7])([CH3:5])[CH3:4].[CH2:41](Br)[C:42]1[CH:47]=[CH:46][CH:45]=[CH:44][CH:43]=1>O1CCCC1>[C:6]([Si:3]([CH3:5])([CH3:4])[O:10][CH2:11][C@@H:12]1[C@@H:13]([O:40][CH2:41][C:42]2[CH:47]=[CH:46][CH:45]=[CH:44][CH:43]=2)[C@H:14]([O:39][CH2:27][C:28]2[CH:33]=[CH:32][CH:31]=[CH:30][CH:29]=2)[C@@H:15]([O:38][CH2:16][C:20]2[CH:25]=[CH:24][CH:23]=[CH:22][CH:21]=2)[C@@:16]([C:20]2[CH:25]=[CH:24][C:23]([Cl:26])=[C:22]([CH2:27][C:28]3[CH:33]=[CH:32][C:31]([O:34][CH3:35])=[C:30]([F:36])[C:29]=3[F:37])[CH:21]=2)([O:18][CH3:19])[O:17]1)([CH3:8])([CH3:9])[CH3:7] |f:0.1|. Procedure details: To a suspension of sodium hydride (24.0 g, 0.6 mol, 60% dispersion in Mineral oil) in anhydrous tetrahydrofuran (150 mL) was added a solution of (2S,3R,4S,5S,6R)-6-[[tert-butyhdimethyl) silyl]oxymethyl]-2-[4-chloro-3-[(2,3-difluoro-4-methoxy-phenyl)methyl]phenyl]-2-methoxy-tetrahydropyran-3,4,5-triol 21i (49.5 g, 86 mmol) in anhydrous tetrahydrofuran (400 mL) slowly at 0° C. The mixture was stirred at 0° C. for 1 hour, and then benzyl bromide (81 mL, 690 mmol) was added. The mixture was warmed u...